Dataset: the Open Reaction Database (ORD), a public repository of structured organic reaction records. Task: describe an organic reaction: reactants, conditions, products, and yield The reactants are NC(CC(C(=O)OCC)C)C1=C(C=CC=C1OC)OC (ethyl 4-amino-4-(2,6-dimethoxyphenyl)-2-methylbutanoate), FC(COC1=CC=C(C=O)C=C1)F (4-(2,2-difluoroethoxy)benzaldehyde). Product: FC(COC1=CC=C(CN2C(C(CC2C2=C(C=CC=C2OC)OC)C)=O)C=C1)F (1-(4-(2,2-difluoroethoxy)benzyl)-5-(2,6-dimethoxyphenyl)-3-methylpyrrolidin-2-one). RXN SMILES: [NH2:1][CH:2]([C:11]1[C:16]([O:17][CH3:18])=[CH:15][CH:14]=[CH:13][C:12]=1[O:19][CH3:20])[CH2:3][CH:4]([CH3:10])[C:5]([O:7]CC)=O.[F:21][CH:22]([F:33])[CH2:23][O:24][C:25]1[CH:32]=[CH:31][C:28]([CH:29]=O)=[CH:27][CH:26]=1>>[F:21][CH:22]([F:33])[CH2:23][O:24][C:25]1[CH:32]=[CH:31][C:28]([CH2:29][N:1]2[CH:2]([C:11]3[C:12]([O:19][CH3:20])=[CH:13][CH:14]=[CH:15][C:16]=3[O:17][CH3:18])[CH2:3][CH:4]([CH3:10])[C:5]2=[O:7])=[CH:27][CH:26]=1. Procedure details: Prepared according to the described general procedure 2 (GP2) by reaction of ethyl 4-amino-4-(2,6-dimethoxyphenyl)-2-methylbutanoate with 4-(2,2-difluoroethoxy)benzaldehyde. Subsequent purification by preparative HPLC afforded the target compound. LC-MS (conditions A): tR=0.84 min.; [M+H]+: 406.02 g/mol. The reactants are O=C([O-])[O-], CN(C)P(=O)(N(C)C)N(C)C, CCOC(C)=O, ClCC=Cc1ccc(Cl)cc1, [K+], [K+], CCCCOC(=O)c1ccc(N2CCNCC2)cc1, O. Yields the product CCCCOC(=O)c1ccc(N2CCN(CC=Cc3ccc(Cl)cc3)CC2)cc1. As a reaction SMILES: [C:42](=[O:43])([O-:44])[O-:45].[CH3:31][N:32]([CH3:33])[P:34](=[O:35])([N:36]([CH3:37])[CH3:38])[N:39]([CH3:40])[CH3:41].[CH3:49][CH2:50][O:51][C:52](=[O:53])[CH3:54].[Cl:1][c:2]1[cH:3][cH:4][c:5]([CH:6]=[CH:7][CH2:8][Cl:9])[cH:10][cH:11]1.[K+:46].[K+:47].[N:12]1([c:18]2[cH:19][cH:20][c:21]([C:22](=[O:23])[O:24][CH2:25][CH2:26][CH2:27][CH3:28])[cH:29][cH:30]2)[CH2:13][CH2:14][NH:15][CH2:16][CH2:17]1.[OH2:48]>>[Cl:1][c:2]1[cH:3][cH:4][c:5]([CH:6]=[CH:7][CH2:8][N:15]2[CH2:14][CH2:13][N:12]([c:18]3[cH:19][cH:20][c:21]([C:22](=[O:23])[O:24][CH2:25][CH2:26][CH2:27][CH3:28])[cH:29][cH:30]3)[CH2:17][CH2:16]2)[cH:10][cH:11]1.